This data is from the Open Reaction Database (ORD), a public repository of structured organic reaction records. The task is: describe an organic reaction: reactants, conditions, products, and yield Starting materials: Nc1ccc(OCc2ccccc2)c(Cl)c1, CC(C)=O, Clc1nc(Cl)nc(Cl)n1, [Na+], [OH-]. Product: Clc1nc(Cl)nc(Nc2ccc(OCc3ccccc3)c(Cl)c2)n1. RXN SMILES: [CH2:10]([c:11]1[cH:12][cH:13][cH:14][cH:15][cH:16]1)[O:17][c:18]1[c:19]([Cl:25])[cH:20][c:21]([NH2:24])[cH:22][cH:23]1.[CH3:28][C:29](=[O:30])[CH3:31].[Cl:1][c:2]1[n:3][c:4]([Cl:5])[n:6][c:7]([Cl:8])[n:9]1.[Na+:27].[OH-:26]>>[c:2]1([NH:24][c:21]2[cH:20][c:19]([Cl:25])[c:18]([O:17][CH2:10][c:11]3[cH:12][cH:13][cH:14][cH:15][cH:16]3)[cH:23][cH:22]2)[n:3][c:4]([Cl:5])[n:6][c:7]([Cl:8])[n:9]1. Starting materials: FC=1C=C(C=C(C1)F)C(C)(C)O (2-(3,5-difluorophenyl)propan-2-ol), N1=C(C=CC=C1C)C (2,6 lutidine), FC(S(=O)(=O)O[Si](C(C)C)(C(C)C)C(C)C)(F)F (triisopropylsilyl trifluoromethanesulfonate). The solvent is C(Cl)Cl (CH2Cl2). Reaction conditions: temperature 0 celsius, time 6 hour. The product is FC=1C=C(C=C(C1)F)C(C)(C)O[Si](C(C)C)(C(C)C)C(C)C ((2-(3,5-difluorophenyl)propan-2-yloxy)triisopropylsilane). RXN SMILES: [F:1][C:2]1[CH:3]=[C:4]([C:9]([OH:12])([CH3:11])[CH3:10])[CH:5]=[C:6]([F:8])[CH:7]=1.N1C(C)=CC=CC=1C.FC(F)(F)S(O[Si:27]([CH:34]([CH3:36])[CH3:35])([CH:31]([CH3:33])[CH3:32])[CH:28]([CH3:30])[CH3:29])(=O)=O>C(Cl)Cl>[F:1][C:2]1[CH:3]=[C:4]([C:9]([O:12][Si:27]([CH:34]([CH3:36])[CH3:35])([CH:31]([CH3:33])[CH3:32])[CH:28]([CH3:30])[CH3:29])([CH3:10])[CH3:11])[CH:5]=[C:6]([F:8])[CH:7]=1. Procedure: To a solution of 1-(3,5-difluorophenyl)ethanone (1.0 equiv) in THF (0.2 M) at 0° C. was added methylmagnesium bromide (1.0 M in THF, 1.15 equiv). After stirring for 4 hours the reaction was quenched by addition of NH4Cl(sat), diluted with EtOAc, washed with NaCl(sat), dried over MgSO4, filtered, concentrated and purified by ISCO SiO2 chromatography to yield 2-(3,5-difluorophenyl)propan-2-ol. To a solution of 2-(3,5-difluorophenyl)propan-2-ol in CH2Cl2 (0.1 M) at 0° C. was added 2,6 lutidine (6 e... The reactants are O=N[O-], COc1cccc2sc(N)nc12, [Na+], [Na+], O=C([O-])O, O, O=P(O)(O)P(=O)(O)O, c1ccc2scnc2c1. Yields the product COc1cccc2scnc12. As a reaction SMILES: [N:22]([O-:23])=[O:24].[NH2:1][c:2]1[s:3][c:4]2[c:5]([n:6]1)[c:7]([O:11][CH3:12])[cH:8][cH:9][cH:10]2.[Na+:25].[Na+:38].[O-:34][C:35]([OH:36])=[O:37].[OH2:39].[P:26]([P:27]([OH:28])([OH:29])=[O:30])([OH:31])([OH:32])=[O:33].[cH:13]1[cH:14][c:15]2[c:16]([s:17][cH:18][n:19]2)[cH:20][cH:21]1>>[cH:2]1[s:3][c:4]2[c:5]([n:6]1)[c:7]([O:11][CH3:12])[cH:8][cH:9][cH:10]2.